Dataset: the Open Reaction Database (ORD), a public repository of structured organic reaction records. Task: describe an organic reaction: reactants, conditions, products, and yield Starting materials: CC(=O)OCC1=C(N2[C@@H]([C@@H](C2=O)N)SC1)C(=O)O (7-ACA), S(O)(O)(=O)=O (sulfuric acid), ferric chloride, C(OC)([O-])[O-] (methyl orthoformate). Run in S1(=O)(=O)CCCC1 (sulfolane). Run at temperature 30 celsius. Yields the product desired product, NC1[C@@H]2N(C(=C(CS2)COC)C(=O)O)C1=O (7-amino-3-methoxymethyl-3-cephem-4-carboxylic acid). Reaction SMILES: C[C:2]([O:4][CH2:5][C:6]1[CH2:15][S:14][C@@H:9]2[C@H:10]([NH2:13])[C:11](=[O:12])[N:8]2[C:7]=1[C:16]([OH:18])=[O:17])=O.S(=O)(=O)(O)O.C([O-])([O-])OC>S1(CCCC1)(=O)=O>[NH2:13][CH:10]1[C:11](=[O:12])[N:8]2[C:7]([C:16]([OH:18])=[O:17])=[C:6]([CH2:5][O:4][CH3:2])[CH2:15][S:14][C@H:9]12. Procedure details: To 10 ml of sulfolane were added 1.41 g of 7-ACA, 0.3 ml of concentrated sulfuric acid, 1.96 g of ferric chloride and 1.15 ml of methyl orthoformate. The mixture was heated at 30° C. for 5 hours to advance a reaction. After completion of the reaction, substantially the same procedure as in Example 1 was repeated, to thereby obtain a desired product, namely 7-amino-3-methoxymethyl-3-cephem-4-carboxylic acid. The amount of the desired product was 0.75 g. The yield of the desired product was 59%. Starting materials: CO, CC1CN(C(=O)C(F)(F)F)CCc2cc(OCc3ccccc3)c(Br)cc21, [Na+], [OH-], O. Product: CC1CNCCc2cc(OCc3ccccc3)c(Br)cc21. RXN SMILES: [CH3:30][OH:31].[F:1][C:2]([F:3])([F:4])[C:26]([N:5]1[CH2:6][CH2:7][c:8]2[c:9]([cH:13][c:14]([Br:25])[c:15]([O:17][CH2:18][c:19]3[cH:20][cH:21][cH:22][cH:23][cH:24]3)[cH:16]2)[CH:10]([CH3:12])[CH2:11]1)=[O:27].[Na+:29].[OH-:28].[OH2:32]>>[NH:5]1[CH2:6][CH2:7][c:8]2[c:9]([cH:13][c:14]([Br:25])[c:15]([O:17][CH2:18][c:19]3[cH:20][cH:21][cH:22][cH:23][cH:24]3)[cH:16]2)[CH:10]([CH3:12])[CH2:11]1. The reactants are O[C@H](C)[C@@H]1[C@@H]2N([C@H](C([C@@H]2C)=O)C(=O)OCC2=CC=C(C=C2)[N+](=O)[O-])C1=O (4-nitrobenzyl (1R,3R,5R,6S)-6-((1R)-1-hydroxyethyl)-1-methyl-2-oxo-1-carbapenam-3-carboxylate), [N+](=O)([O-])C1=CC=C(COC(=O)C=2C=C(C=NC2)C(=O)C=2N=CN3C2SC(=C3)[Sn](CCCC)(CCCC)CCCC)C=C1 (7-[5-(4-nitrobenzyloxycarbonyl)pyridin-3-yl]carbonyl-2-(tri-n-butylstannyl)imidazo[5,1-b]thiazole). The product is O[C@H](C)[C@@H]1[C@@H]2N(C(=C([C@@H]2C)C2=CN3C(S2)=C(N=C3)C(=O)C=3C=NC=C(C3)C(=O)OCC3=CC=C(C=C3)[N+](=O)[O-])C(=O)OCC3=CC=C(C=C3)[N+](=O)[O-])C1=O (4-Nitrobenzyl (1S,5R,6S)-6-((1R)-1-hydroxyethyl)-1-methyl-2-[7-[5-(4-nitrobenzyloxycarbonyl)pyridin-3-yl]carbonylimidazo[5,1-b]thiazol-2-yl]-1-carbapen-2-em-3-carboxylate). Isolated yield 47.7%. RXN SMILES: [OH:1][C@@H:2]([C@H:4]1[C:25](=[O:26])[N:6]2[C@@H:7]([C:12]([O:14][CH2:15][C:16]3[CH:21]=[CH:20][C:19]([N+:22]([O-:24])=[O:23])=[CH:18][CH:17]=3)=[O:13])[C:8](=O)[C@H:9]([CH3:10])[C@H:5]12)[CH3:3].[N+:27]([C:30]1[CH:68]=[CH:67][C:33]([CH2:34][O:35][C:36]([C:38]2[CH:39]=[C:40]([C:44]([C:46]3[N:47]=[CH:48][N:49]4[CH:53]=[C:52]([Sn](CCCC)(CCCC)CCCC)[S:51][C:50]=34)=[O:45])[CH:41]=[N:42][CH:43]=2)=[O:37])=[CH:32][CH:31]=1)([O-:29])=[O:28]>>[OH:1][C@@H:2]([C@H:4]1[C:25](=[O:26])[N:6]2[C:7]([C:12]([O:14][CH2:15][C:16]3[CH:17]=[CH:18][C:19]([N+:22]([O-:24])=[O:23])=[CH:20][CH:21]=3)=[O:13])=[C:8]([C:52]3[S:51][C:50]4=[C:46]([C:44]([C:40]5[CH:41]=[N:42][CH:43]=[C:38]([C:36]([O:35][CH2:34][C:33]6[CH:67]=[CH:68][C:30]([N+:27]([O-:29])=[O:28])=[CH:31][CH:32]=6)=[O:37])[CH:39]=5)=[O:45])[N:47]=[CH:48][N:49]4[CH:53]=3)[C@H:9]([CH3:10])[C@H:5]12)[CH3:3]. Procedure details: 4-Nitrobenzyl (1S,5R,6S)-6-((1R)-1-hydroxyethyl)-1-methyl-2-[7-[5-(4-nitrobenzyloxycarbonyl)pyridin-3-yl]carbonylimidazo[5,1-b]thiazol-2-yl]-1-carbapen-2-em-3-carboxylate (97.2 mg) was prepared in the same manner as in step a) of Example 1, except that 98 mg of 4-nitrobenzyl (1R,3R,5R,6S)-6-((1R)-1-hydroxyethyl)-1-methyl-2-oxo-1-carbapenam-3-carboxylate and 198 mg of 7-[5-(4-nitrobenzyloxycarbonyl)pyridin-3-yl]carbonyl-2-(tri-n-butylstannyl)imidazo[5,1-b]thiazole were used as the starting compou... The reactants are BrCC=1C(=NOC1C1=CC=C(C=C1)Br)C (4-bromomethyl-5-(4-bromo-phenyl)-3-methyl-isoxazole), [N-]=[N+]=[N-].[Na+] (sodium azide). Run in CN(C)C=O (DMF). Run at temperature 80 celsius, time 1 hour. The product is N(=[N+]=[N-])CC=1C(=NOC1C1=CC=C(C=C1)Br)C (4-Azidomethyl-5-(4-bromo-phenyl)-3-methyl-isoxazole). Reaction SMILES: Br[CH2:2][C:3]1[C:4]([CH3:15])=[N:5][O:6][C:7]=1[C:8]1[CH:13]=[CH:12][C:11]([Br:14])=[CH:10][CH:9]=1.[N-:16]=[N+:17]=[N-:18].[Na+]>CN(C=O)C>[N:16]([CH2:2][C:3]1[C:4]([CH3:15])=[N:5][O:6][C:7]=1[C:8]1[CH:13]=[CH:12][C:11]([Br:14])=[CH:10][CH:9]=1)=[N+:17]=[N-:18] |f:1.2|. Procedure details: To 4-bromomethyl-5-(4-bromo-phenyl)-3-methyl-isoxazole (3.68 g, 11.12 mmol) in DMF (30 mL) was added sodium azide (1.83 g, 27.79 mmol) and the reaction was stirred at 80° C. for 1 hour. After aqueous workup, the mixture was concentrated to give the title compound. The reactants are NCC1CCNCC1 (4-aminomethylpiperidine), C([O-])([O-])=O.[K+].[K+] (potassium carbonate), C(C1=CC=CC=C1)Cl (benzyl chloride). The solvent is C(C)#N (acetonitrile). Reaction conditions: temperature 60 celsius, time 8 hour. Product: C(C1=CC=CC=C1)N1CCC(CC1)CN ((1-benzyl-4-piperidyl)methylamine). Reaction SMILES: [NH2:1][CH2:2][CH:3]1[CH2:8][CH2:7][NH:6][CH2:5][CH2:4]1.C(=O)([O-])[O-].[K+].[K+].[CH2:15](Cl)[C:16]1[CH:21]=[CH:20][CH:19]=[CH:18][CH:17]=1>C(#N)C>[CH2:15]([N:6]1[CH2:7][CH2:8][CH:3]([CH2:2][NH2:1])[CH2:4][CH2:5]1)[C:16]1[CH:21]=[CH:20][CH:19]=[CH:18][CH:17]=1 |f:1.2.3|. Procedure details: After dissolving 4-aminomethylpiperidine (5.754 ml, 50 mmol) in acetonitrile (200 ml), potassium carbonate (13.82 g, 100 mmol) and benzyl chloride (17.13 g, 150 mmol) were added and the mixture was stirred at 60° C. overnight. Upon completion of the reaction, the reaction mixture was filtered and the solvent was distilled off. A developing solvent (CH2Cl2/MeOH/NEt3 90/5/5) was used for purification by silica gel column chromatography to obtain (1-benzyl-4-piperidyl)methylamine. The compound was ...